Task: describe an organic reaction: reactants, conditions, products, and yield. Dataset: the Open Reaction Database (ORD), a public repository of structured organic reaction records Reactants: NC1=CC=CC(=N1)C(=O)O (6-aminopyridine-2-carboxylic acid), [OH-].[Na+] (NaOH), [Cl-].[Na+] (sodium chloride), solution, B (borane). Run in O1CCCC1 (tetrahydrofuran). Reaction conditions: time 18 hour. Product: NC1=NC(=CC=C1)CO (2-amino-6-hydroxymethylpyridine). Isolated yield 51.2%. As a reaction SMILES: [NH2:1][C:2]1[N:7]=[C:6]([C:8](O)=[O:9])[CH:5]=[CH:4][CH:3]=1.B.[OH-].[Na+].[Cl-].[Na+]>O1CCCC1>[NH2:1][C:2]1[CH:3]=[CH:4][CH:5]=[C:6]([CH2:8][OH:9])[N:7]=1 |f:2.3,4.5|. Reported procedure: A mixture of 6-aminopyridine-2-carboxylic acid (5.0 g.) and a 1.35M solution of borane in tetrahydrofuran (100 ml.) was stirred under argon at reflux for 48 hours. The mixture was cooled and treated with 2N NaOH (50 ml.) and the mixture stirred at room temperature for 18 hours. The aqueous phase was saturated with sodium chloride and the organic phase separated. The aqueous phase was extracted twice with ethyl acetate and the ethyl acetate extracts combined with the tetrahydrofuran solution and ... The reactants are O=[N+]([O-])c1c[nH]c2ncc(Cl)c(F)c12, ClCCl, Cl, [Na+], [OH-], Cl[Sn]Cl. Yields the product Nc1c[nH]c2ncc(Cl)c(F)c12. Reaction SMILES: [Cl:1][c:2]1[c:3]([F:14])[c:4]2[c:5]([n:6][cH:7]1)[nH:8][cH:9][c:10]2[N+:11]([O-:12])=[O:13].[Cl:20][CH2:21][Cl:22].[ClH:23].[Na+:19].[OH-:18].[Sn:15]([Cl:16])[Cl:17]>>[Cl:1][c:2]1[c:3]([F:14])[c:4]2[c:5]([n:6][cH:7]1)[nH:8][cH:9][c:10]2[NH2:11]. Starting materials: C(C1=CC=CC=C1)OC1=C(C=CC=C1)NC(NC1=C(C=C(C=C1)CC(=O)OC(C)(C)C)OC)=O (tert-butyl 4-[N′-(2-benzyloxyphenyl)ureido]-3-methoxyphenylacetate), C(=O)(C(F)(F)F)O (TFA). Solvent: C(Cl)Cl (CH2Cl2). Run at time 3 hour. The product is C(C1=CC=CC=C1)OC1=C(C=CC=C1)NC(NC1=C(C=C(C=C1)CC(=O)O)OC)=O (4-[N′-(2-benzyloxyphenyl)ureido]-3-methoxyphenylacetic acid). Isolated yield 77.0%. Reaction SMILES: [CH2:1]([O:8][C:9]1[CH:14]=[CH:13][CH:12]=[CH:11][C:10]=1[NH:15][C:16](=[O:34])[NH:17][C:18]1[CH:23]=[CH:22][C:21]([CH2:24][C:25]([O:27]C(C)(C)C)=[O:26])=[CH:20][C:19]=1[O:32][CH3:33])[C:2]1[CH:7]=[CH:6][CH:5]=[CH:4][CH:3]=1.C(O)(C(F)(F)F)=O>C(Cl)Cl>[CH2:1]([O:8][C:9]1[CH:14]=[CH:13][CH:12]=[CH:11][C:10]=1[NH:15][C:16](=[O:34])[NH:17][C:18]1[CH:23]=[CH:22][C:21]([CH2:24][C:25]([OH:27])=[O:26])=[CH:20][C:19]=1[O:32][CH3:33])[C:2]1[CH:7]=[CH:6][CH:5]=[CH:4][CH:3]=1. Procedure: To a solution of tert-butyl 4-[N′-(2-benzyloxyphenyl)ureido]-3-methoxyphenylacetate (2.35 g, 5.08 mmol) in CH2Cl2 (25 mL) was added TFA (25 mL) at 0° C. After being stirred at room temperature. for 3 hr, the mixture was concentrated. The residue was dissolved in 1N NaOH and washed with Et2O. The basic water layer was poured into ice-1N HCl and the resulting mixture was extracted with CHCl3—MeOH (4:1, v/v). The extracts were washed with brine, dried over Na2SO4, and concentrated to dryness. The r... The reactants are FC(C(=O)O)(F)F (Trifluoroacetic acid), C1(CCCCC1)C(=O)CN1C(C(CN(C2=C1C=CC=C2)C2CCCCC2)NC(=O)NC2=CC(=CC=C2)C(=O)OC(C)(C)C)=O (1-(1-cyclohexylcarbonylmethyl-2-oxo-5-cyclohexyl-1,3,4,5-tetrahydro-2H-1,5-benzodiazepin-3-yl)-3-(3-tert-butoxycarbonylphenyl)urea). The solvent is C(Cl)Cl (methylene chloride). Run at time 1 hour. The product is C1(CCCCC1)C(=O)CN1C(C(CN(C2=C1C=CC=C2)C2CCCCC2)NC(NC=2C=C(C(=O)O)C=CC2)=O)=O (3-[3-(1-cyclohexylcarbonylmethyl-2-oxo-5-cyclohexyl-1,3,4,5-tetrahydro-2H-1,5-benzodiazepin-3-yl)ureido]benzoic acid). Yield: 65.0%. Reaction SMILES: FC(F)(F)C(O)=O.[CH:8]1([C:14]([CH2:16][N:17]2[C:23]3[CH:24]=[CH:25][CH:26]=[CH:27][C:22]=3[N:21]([CH:28]3[CH2:33][CH2:32][CH2:31][CH2:30][CH2:29]3)[CH2:20][CH:19]([NH:34][C:35]([NH:37][C:38]3[CH:43]=[CH:42][CH:41]=[C:40]([C:44]([O:46]C(C)(C)C)=[O:45])[CH:39]=3)=[O:36])[C:18]2=[O:51])=[O:15])[CH2:13][CH2:12][CH2:11][CH2:10][CH2:9]1>C(Cl)Cl>[CH:8]1([C:14]([CH2:16][N:17]2[C:23]3[CH:24]=[CH:25][CH:26]=[CH:27][C:22]=3[N:21]([CH:28]3[CH2:29][CH2:30][CH2:31][CH2:32][CH2:33]3)[CH2:20][CH:19]([NH:34][C:35](=[O:36])[NH:37][C:38]3[CH:39]=[C:40]([CH:41]=[CH:42][CH:43]=3)[C:44]([OH:46])=[O:45])[C:18]2=[O:51])=[O:15])[CH2:13][CH2:12][CH2:11][CH2:10][CH2:9]1. Procedure details: Trifluoroacetic acid (5 ml) was added to a solution of 1-(1-cyclohexylcarbonylmethyl-2-oxo-5-cyclohexyl-1,3,4,5-tetrahydro-2H-1,5-benzodiazepin-3-yl)-3-(3-tert-butoxycarbonylphenyl)urea (560 mg) in methylene chloride (5 ml), the mixture was stirred at room temperature for one hour. The reaction mixture was concentrated under reduced pressure, etanol was added to the residue for crystallization, collected by filtration, to thereby obtain 330 mg of the title compound.